Dataset: the Open Reaction Database (ORD), a public repository of structured organic reaction records. Task: describe an organic reaction: reactants, conditions, products, and yield The reactants are C1(CC1)C1=CC2=CN(N=C2C=C1[N+](=O)[O-])C1=NC=C(C=C1)C (5-Cyclopropyl-2-(5-methylpyridin-2-yl)-6-nitro-2H-indazole), BrN1C(CCC1=O)=O (N-bromosuccinimide). Run in CN(C)C=O (DMF). Conditions: temperature 80 celsius, time 1.5 hour. Yields the product BrC=1N(N=C2C=C(C(=CC12)C1CC1)[N+](=O)[O-])C1=NC=C(C=C1)C (3-Bromo-5-cyclopropyl-2-(5-methylpyridin-2-yl)-6-nitro-2H-indazole). The yield is 100.0%. Reaction SMILES: [CH:1]1([C:4]2[C:12]([N+:13]([O-:15])=[O:14])=[CH:11][C:10]3[C:6](=[CH:7][N:8]([C:16]4[CH:21]=[CH:20][C:19]([CH3:22])=[CH:18][N:17]=4)[N:9]=3)[CH:5]=2)[CH2:3][CH2:2]1.[Br:23]N1C(=O)CCC1=O>CN(C=O)C>[Br:23][C:7]1[N:8]([C:16]2[CH:21]=[CH:20][C:19]([CH3:22])=[CH:18][N:17]=2)[N:9]=[C:10]2[C:6]=1[CH:5]=[C:4]([CH:1]1[CH2:3][CH2:2]1)[C:12]([N+:13]([O-:15])=[O:14])=[CH:11]2. Procedure details: To a solution of (ii) (1.08 g, 3.67 mmol) in DMF (15 mL) was added N-bromosuccinimide (780 mg, 4.40 mmol) and the resulting mixture stirred at 80° C. for 1.5 h. The reaction mixture was then cooled to RT and the solvent was removed under reduced pressure. The residue was dissolved in EtOAc (100 mL) and washed with aq. saturated sodium bicarbonate (20 mL) and brine (20 mL). The organic phase was dried (MgSO4) and the volatiles removed in vacuo to give (iii) (1.37 g, >99%). ESI-MS: calculated [M+H...